Dataset: the Open Reaction Database (ORD), a public repository of structured organic reaction records. Task: describe an organic reaction: reactants, conditions, products, and yield Reactants: C1C(CCCCCCCCCC)O1 (1-dodecene oxide), C(CCN)N (1,3-propanediamine). Run in C(C)(C)O (isopropyl alcohol). The product is C(CCNCC(CCCCCCCCCC)O)NCC(CCCCCCCCCC)O (N,N'-(1,3-propylene)-bis[2-hydroxydodecylamine]). RXN SMILES: [CH2:1]1[O:13][CH:2]1[CH2:3][CH2:4][CH2:5][CH2:6][CH2:7][CH2:8][CH2:9][CH2:10][CH2:11][CH3:12].[CH2:14]([NH2:18])[CH2:15][CH2:16][NH2:17]>C(O)(C)C>[CH2:14]([NH:18][CH2:1][CH:2]([OH:13])[CH2:3][CH2:4][CH2:5][CH2:6][CH2:7][CH2:8][CH2:9][CH2:10][CH2:11][CH3:12])[CH2:15][CH2:16][NH:17][CH2:1][CH:2]([OH:13])[CH2:3][CH2:4][CH2:5][CH2:6][CH2:7][CH2:8][CH2:9][CH2:10][CH2:11][CH3:12]. Procedure: In a manner similar to that of Example 1, condensation of 1-dodecene oxide (100 g.) and 1,3-propanediamine (20.1 g.) and three recrystallizations of the resulting product from isopropyl alcohol gave N,N'-(1,3-propylene)-bis[2-hydroxydodecylamine] (I: R = CH3 (CH2)9, R' = H, X = (CH2)3, Z = H) (11.9 g., 96.0°-106.0° C.). Reactants: Cc1ccccc1, CO, CC(C)CCCCCC(=O)[O-], [Na]. Yields the product CC(C)CCCCCCO. Reaction SMILES: [CH3:1][c:2]1[cH:3][cH:4][cH:5][cH:6][cH:7]1.[CH3:20][OH:21].[CH3:9][CH:10]([CH2:11][CH2:12][CH2:13][CH2:14][CH2:15][C:16](=[O:17])[O-:18])[CH3:19].[Na:8]>>[CH3:9][CH:10]([CH2:11][CH2:12][CH2:13][CH2:14][CH2:15][CH2:16][OH:17])[CH3:19]. Reactants: BrC=1SC2=C(N1)C=C(C(=C2C2=CC=C(C=C2)Cl)[C@@H](C(=O)OCC)OC(C)(C)C)C ((S)-ethyl 2-(2-bromo-7-(4-chlorophenyl)-5-methylbenzo[d]thiazol-6-yl)-2-tert-butoxyacetate), CN1N(C(C2=CC=C(C=C12)[Sn](CCCC)(CCCC)CCCC)=O)C (1,2-dimethyl-6-(tributylstannyl)-1H-indazol-3(2H)-one), [Li+].[Cl-] (LiCl). Reagents/catalysts: C=1C=CC(=CC1)[P](C=2C=CC=CC2)(C=3C=CC=CC3)[Pd]([P](C=4C=CC=CC4)(C=5C=CC=CC5)C=6C=CC=CC6)([P](C=7C=CC=CC7)(C=8C=CC=CC8)C=9C=CC=CC9)[P](C=1C=CC=CC1)(C=1C=CC=CC1)C=1C=CC=CC1 (Pd(PPh3)4), [Cu]I (CuI). Run in O1CCOCC1 (dioxane). Reaction conditions: temperature 100 celsius. The product is C(C)(C)(C)O[C@H](C(=O)OCC)C1=C(C2=C(N=C(S2)C2=CC=C3C(N(N(C3=C2)C)C)=O)C=C1C)C1=CC=C(C=C1)Cl ((S)-ethyl 2-tert-butoxy-2-(7-(4-chlorophenyl)-2-(1,2-dimethyl-3-oxo-2,3-dihydro-1H-indazol-6-yl)-5-methylbenzo[d]thiazol-6-yl)acetate). As a reaction SMILES: Br[C:2]1[S:3][C:4]2[C:10]([C:11]3[CH:16]=[CH:15][C:14]([Cl:17])=[CH:13][CH:12]=3)=[C:9]([C@H:18]([O:24][C:25]([CH3:28])([CH3:27])[CH3:26])[C:19]([O:21][CH2:22][CH3:23])=[O:20])[C:8]([CH3:29])=[CH:7][C:5]=2[N:6]=1.[CH3:30][N:31]1[C:39]2[C:34](=[CH:35][CH:36]=[C:37]([Sn](CCCC)(CCCC)CCCC)[CH:38]=2)[C:33](=[O:53])[N:32]1[CH3:54].[Li+].[Cl-]>O1CCOCC1.C1C=CC([P]([Pd]([P](C2C=CC=CC=2)(C2C=CC=CC=2)C2C=CC=CC=2)([P](C2C=CC=CC=2)(C2C=CC=CC=2)C2C=CC=CC=2)[P](C2C=CC=CC=2)(C2C=CC=CC=2)C2C=CC=CC=2)(C2C=CC=CC=2)C2C=CC=CC=2)=CC=1.[Cu]I>[C:25]([O:24][C@@H:18]([C:9]1[C:8]([CH3:29])=[CH:7][C:5]2[N:6]=[C:2]([C:37]3[CH:38]=[C:39]4[C:34]([C:33](=[O:53])[N:32]([CH3:54])[N:31]4[CH3:30])=[CH:35][CH:36]=3)[S:3][C:4]=2[C:10]=1[C:11]1[CH:16]=[CH:15][C:14]([Cl:17])=[CH:13][CH:12]=1)[C:19]([O:21][CH2:22][CH3:23])=[O:20])([CH3:28])([CH3:27])[CH3:26] |f:2.3,^1:66,68,87,106|. Reported procedure: To a solution of (S)-ethyl 2-(2-bromo-7-(4-chlorophenyl)-5-methylbenzo[d]thiazol-6-yl)-2-tert-butoxyacetate (30.0 mg, 0.060 mmol) and 1,2-dimethyl-6-(tributylstannyl)-1H-indazol-3(2H)-one (32.5 mg, 0.072 mmol) in dioxane (0.7 mL) was added Pd(PPh3)4 (7.0 mg, 0.006 mmol), CuI (4.0 mg, 0.018 mmol) and LiCl (8.0 mg, 0.182 mmol). The reaction was degassed for 5 minutes with N2 and then heated at 100° C. for 7 h. After cooling, the reaction mixture was diluted with EtOAc, extracted with H2O, brine, d... Starting materials: CCOC(=O)CCCCCBr, Oc1cc(Cl)ccc1-c1nc2cc(F)c(F)cc2n1CC1CCCCC1. Yields the product CCOC(=O)CCCCCOc1cc(Cl)ccc1-c1nc2cc(F)c(F)cc2n1CC1CCCCC1. RXN SMILES: [CH2:27]([CH3:28])[O:29][C:30]([CH2:31][CH2:32][CH2:33][CH2:34][CH2:35][Br:36])=[O:37].[Cl:1][c:2]1[cH:3][cH:4][c:5](-[c:9]2[n:10][c:11]3[c:12]([n:13]2[CH2:14][CH:15]2[CH2:16][CH2:17][CH2:18][CH2:19][CH2:20]2)[cH:21][c:22]([F:26])[c:23]([F:25])[cH:24]3)[c:6]([OH:8])[cH:7]1>>[Cl:1][c:2]1[cH:3][cH:4][c:5](-[c:9]2[n:10][c:11]3[c:12]([n:13]2[CH2:14][CH:15]2[CH2:16][CH2:17][CH2:18][CH2:19][CH2:20]2)[cH:21][c:22]([F:26])[c:23]([F:25])[cH:24]3)[c:6]([O:8][CH2:35][CH2:34][CH2:33][CH2:32][CH2:31][C:30]([O:29][CH2:27][CH3:28])=[O:37])[cH:7]1. Starting materials: CCOCCO, S=C1Nc2cc(Cl)ccc2Nc2ccccc21, NCc1cccnc1. Product: Clc1ccc2c(c1)N=C(NCc1cccnc1)c1ccccc1N2. Reaction SMILES: [CH3:26][CH2:27][O:28][CH2:29][CH2:30][OH:31].[Cl:1][c:2]1[cH:3][cH:4][c:5]2[c:6]([cH:17]1)[NH:7][C:8](=[S:16])[c:9]1[c:10]([cH:12][cH:13][cH:14][cH:15]1)[NH:11]2.[NH2:18][CH2:19][c:20]1[cH:21][n:22][cH:23][cH:24][cH:25]1>>[Cl:1][c:2]1[cH:3][cH:4][c:5]2[c:6]([cH:17]1)[N:7]=[C:8]([NH:18][CH2:19][c:20]1[cH:21][n:22][cH:23][cH:24][cH:25]1)[c:9]1[c:10]([cH:12][cH:13][cH:14][cH:15]1)[NH:11]2. Starting materials: COC1=C(C=CC(=C1)OC)B(O)O (2,4-dimethoxyphenylboronic acid), C(C)(=O)O[C@H]1[C@H](OC=2C=NC=C(C2)Br)SC[C@H]([C@@H]1OC(C)=O)OC(C)=O (5-bromo-3-pyridinyl 2,3,4-tri-O-acetyl-5-thio-β-D-xylopyranoside). Product: O([C@H]1[C@H](O)[C@@H](O)[C@H](O)CS1)C=1C=NC=C(C1)C1=C(C=C(C=C1)OC)OC (5-(2,4-dimethoxyphenyl)-3-pyridinyl 5-thio-β-D-xylopyranoside), solid. The yield is 71.0%. RXN SMILES: [CH3:1][O:2][C:3]1[CH:8]=[C:7]([O:9][CH3:10])[CH:6]=[CH:5][C:4]=1B(O)O.C([O:17][C@@H:18]1[C@@H:31]([O:32]C(=O)C)[C@H:30]([O:36]C(=O)C)[CH2:29][S:28][C@H:19]1[O:20][C:21]1[CH:22]=[N:23][CH:24]=[C:25](Br)[CH:26]=1)(=O)C>>[O:20]([C:21]1[CH:22]=[N:23][CH:24]=[C:25]([C:4]2[CH:5]=[CH:6][C:7]([O:9][CH3:10])=[CH:8][C:3]=2[O:2][CH3:1])[CH:26]=1)[C@@H:19]1[S:28][CH2:29][C@@H:30]([OH:36])[C@H:31]([OH:32])[C@H:18]1[OH:17]. Procedure details: By following a procedure analogous to Example 122 starting from 2,4-dimethoxyphenylboronic acid and 5-bromo-3-pyridinyl 2,3,4-tri-O-acetyl-5-thio-β-D-xylopyranoside, 5-(2,4-dimethoxyphenyl)-3-pyridinyl 5-thio-β-D-xylopyranoside is obtained in the form of a white solid (yield=71%). Starting materials: C(=O)(C(F)(F)F)O (TFA), [OH-].[Na+] (NaOH), OCC1CCC2=C(C3=C(S2)C=CC(=C3)C#N)C1 (8-(hydroxymethyl)-6,7,8,9-tetrahydrodibenzo[b,d]thiophene-2-carbonitrile), CC(=O)OI1(C=2C=CC=CC2C(=O)O1)(OC(=O)C)OC(=O)C (Dess-Martin periodinane). Solvent: CCOC(=O)C (EtOAc), C(Cl)Cl (CH2Cl2), ice water. Run at time 10 minute. Yields the product C(=O)C1CCC2=C(C3=C(S2)C=CC(=C3)C#N)C1 (8-Formyl-6,7,8,9-tetrahydrodibenzo[b,d]thiophene-2-carbonitrile). The yield is 58.0%. As a reaction SMILES: [OH:1][CH2:2][CH:3]1[CH2:17][C:7]2[C:8]3[CH:14]=[C:13]([C:15]#[N:16])[CH:12]=[CH:11][C:9]=3[S:10][C:6]=2[CH2:5][CH2:4]1.C(O)(C(F)(F)F)=O.CC(OI1(OC(C)=O)(OC(C)=O)OC(=O)C2C=CC=CC1=2)=O.[OH-].[Na+]>C(Cl)Cl.CCOC(C)=O>[CH:2]([CH:3]1[CH2:17][C:7]2[C:8]3[CH:14]=[C:13]([C:15]#[N:16])[CH:12]=[CH:11][C:9]=3[S:10][C:6]=2[CH2:5][CH2:4]1)=[O:1] |f:3.4|. Procedure: To a room temperature suspension of 8-(hydroxymethyl)-6,7,8,9-tetrahydrodibenzo[b,d]thiophene-2-carbonitrile (0.24 g, 1 mmol) in 4 mL CH2Cl2 was added TFA (0.5 mL). To the resulting homogeneous solution was added Dess-Martin periodinane (0.243 g, 1 mmol). Precipitates were formed after reaction mixture was stirred for 10 minutes. The resulting suspension was cooled in ice water, and diluted with EtOAc (15 mL), then was treated with 10 mL of 1.25 N NaOH (aq.) solution. After stirring for a few mi...